The task is: describe an organic reaction: reactants, conditions, products, and yield. This data is from the Open Reaction Database (ORD), a public repository of structured organic reaction records. RXN SMILES: [Na].[Br-:2].C(OC(=O)CN1CCN(CC(=O)OC(C)(C)C)CCN(CC(=O)OC(C)(C)C)CCN([CH:38]([CH2:46][CH2:47][C:48]([O:50][CH2:51][C:52]2[CH:57]=[CH:56][CH:55]=[CH:54][CH:53]=2)=[O:49])[C:39]([O:41][C:42]([CH3:45])([CH3:44])[CH3:43])=[O:40])CC1)(C)(C)C.Br.N1(CC(OC(C)(C)C)=O)CCNCCN(CC(OC(C)(C)C)=O)CCN(CC(OC(C)(C)C)=O)CC1.[OH-].[Na+]>C(OCC)C.C(OCC)(=O)C>[Br:2][CH:38]([CH2:46][CH2:47][C:48]([O:50][CH2:51][C:52]1[CH:57]=[CH:56][CH:55]=[CH:54][CH:53]=1)=[O:49])[C:39]([O:41][C:42]([CH3:45])([CH3:44])[CH3:43])=[O:40] |f:1.2,3.4,5.6,^1:0|. The product is BrC(C(=O)OC(C)(C)C)CCC(=O)OCC1=CC=CC=C1 (5-(Benzyl) 1-tert-butyl 2-brompentandioate). Reaction conditions: temperature 30 celsius, time 8 hour. Run in C(C)OCC (diethyl ether), C(C)(=O)OCC (ethyl acetate), C(C)OCC (diethyl ether). Procedure details: Synthesis of Sodium (5-benzyl 1-tert-butyl 2-(4,7,10-tris(2-tert- butoxy-2-oxoethyl)-1,4,7,10-tetraazacyclododecan-1-yl)pentanedioate bromide, Compound XIV. 1,4,7,10-Tetraazacyclododecane-1,4,7-triacetic acid, tri-t-butyl ester hydrobromide, 10.0 g (0.0168 mole), was stirred with aqueous sodium hydroxide, 0.1N 150 mL, and diethyl ether, 150 mL. When the entire solid had dissolved, the organic phase was collected and the aqueous phase washed with diethyl ether, 3×50 mL. The combined organic extra... The reactants are [Na] (Sodium), [Br-].C(C)(C)(C)OC(CN1CCN(CCN(CCN(CC1)CC(OC(C)(C)C)=O)CC(OC(C)(C)C)=O)C(C(=O)OC(C)(C)C)CCC(=O)OCC1=CC=CC=C1)=O (5-benzyl 1-tert-butyl 2-(4,7,10-tris(2-tert- butoxy-2-oxoethyl)-1,4,7,10-tetraazacyclododecan-1-yl)pentanedioate bromide), Compound XIV, monohydrate, Br.N1(CCN(CCN(CCNCC1)CC(=O)OC(C)(C)C)CC(=O)OC(C)(C)C)CC(=O)OC(C)(C)C (1,4,7,10-Tetraazacyclododecane-1,4,7-triacetic acid, tri-t-butyl ester hydrobromide), [OH-].[Na+] (sodium hydroxide), 1-tern-butyl 2-bromopentandioate. Reactants: NC1=NC2=CC=C(C=C2C(=N1)OCC1CC1)Br (2-amino-6-bromo-4-(cyclopropylmethoxy)-quinazoline), FC1=CC=C(C=C1)B(O)O (4-fluorophenylboronic acid), FC1=CC=C(C=C1)C=1C=C2C(=NC=NC2=CC1)O (6-(4-fluorophenyl)-4-hydroxy-quinazoline). Yields the product NC1=NC2=CC=C(C=C2C(=N1)OCC1CC1)C1=CC=C(C=C1)F (2-amino-6-(4-fluorophenyl)-4-(cyclopropyl-methoxy)-quinazoline). Yield: 97.0%. Reaction SMILES: [NH2:1][C:2]1[N:11]=[C:10]([O:12][CH2:13][CH:14]2[CH2:16][CH2:15]2)[C:9]2[C:4](=[CH:5][CH:6]=[C:7](Br)[CH:8]=2)[N:3]=1.[F:18][C:19]1[CH:24]=[CH:23][C:22](B(O)O)=[CH:21][CH:20]=1.FC1C=CC(C2C=C3C(=CC=2)N=CN=C3O)=CC=1>>[NH2:1][C:2]1[N:11]=[C:10]([O:12][CH2:13][CH:14]2[CH2:16][CH2:15]2)[C:9]2[C:4](=[CH:5][CH:6]=[C:7]([C:22]3[CH:23]=[CH:24][C:19]([F:18])=[CH:20][CH:21]=3)[CH:8]=2)[N:3]=1. Reported procedure: This compound, prepared from 2-amino-6-bromo-4-(cyclopropylmethoxy)-quinazoline and 4-fluorophenylboronic acid in 97% yield, using the procedure described for the synthesis of 6-(4-fluorophenyl)-4-hydroxy-quinazoline, was characterized by its mass spectrum as follows: MS (m/z): 310 ([M+H]+, 100). Reactants: CCOC(=O)N1CCN(C(=O)C(CCC(=O)O)NC(=O)c2cc(OC3(C(=O)OCC)CCC3)c3ccc(C)cc3n2)CC1, ClCCl, O=C(O)C(F)(F)F. The product is CCOC(=O)N1CCN(C(=O)C(CCC(=O)O)NC(=O)c2cc(OC3(C(=O)O)CCC3)c3ccc(C)cc3n2)CC1. As a reaction SMILES: [CH2:1]([CH3:2])[O:3][C:4](=[O:5])[N:6]1[CH2:7][CH2:8][N:9]([C:12](=[O:13])[CH:14]([CH2:15][CH2:16][C:17](=[O:18])[OH:19])[NH:20][C:21](=[O:22])[c:23]2[n:24][c:25]3[cH:26][c:27]([CH3:43])[cH:28][cH:29][c:30]3[c:31]([O:33][C:34]3([C:38](=[O:39])[O:40][CH2:41][CH3:42])[CH2:35][CH2:36][CH2:37]3)[cH:32]2)[CH2:10][CH2:11]1.[CH2:44]([Cl:45])[Cl:46].[F:47][C:48]([F:49])([F:50])[C:51]([OH:52])=[O:53]>>[CH2:1]([CH3:2])[O:3][C:4](=[O:5])[N:6]1[CH2:7][CH2:8][N:9]([C:12](=[O:13])[CH:14]([CH2:15][CH2:16][C:17](=[O:18])[OH:19])[NH:20][C:21](=[O:22])[c:23]2[n:24][c:25]3[cH:26][c:27]([CH3:43])[cH:28][cH:29][c:30]3[c:31]([O:33][C:34]3([C:38](=[O:39])[OH:40])[CH2:35][CH2:36][CH2:37]3)[cH:32]2)[CH2:10][CH2:11]1. Starting materials: NC1=CC=CC=C1 (aniline), NC(=O)N (urea), C(N)(OCC)=O (ethyl carbamate), N (ammonia). Reagents/catalysts: CCCCCCCC(=O)[O-].CCCCCCCC(=O)[O-].[Zn+2] (zinc octoate). Solvent: C(C)O (ethanol). Run at temperature 200 celsius. Yields the product C(C)OC(NC1=CC=CC=C1)=O (N-phenyl carbamic acid ethyl ester). Reaction SMILES: [NH2:1][C:2]1[CH:7]=[CH:6][CH:5]=[CH:4][CH:3]=1.NC(N)=O.[C:12](=[O:17])([O:14][CH2:15][CH3:16])N.N>CCCCCCCC([O-])=O.CCCCCCCC([O-])=O.[Zn+2].C(O)C>[CH2:15]([O:14][C:12](=[O:17])[NH:1][C:2]1[CH:7]=[CH:6][CH:5]=[CH:4][CH:3]=1)[CH3:16] |f:4.5.6|. Procedure: 931 g of aniline, 360 g of urea, 356 g of ethyl carbamate, 1160 g of ethanol (approximately 96%) and 5.3 g of zinc octoate were introduced into the pressure vessel. After the pressure vessel and the column had been purged with nitrogen, the mixture was heated while being stirred. By adjusting the head condenser and the valve at the head of the column, the pressure prevailing in the apparatus was regulated in such a way that it was just sufficient to achieve the required reaction temperature. The... Starting materials: Cc1ccccc1, ClCCl, COC1Cc2ccccc2C1Nc1cc(OC2CC(O)C(CN(C(=O)OC(C)(C)C)S(N)(=O)=O)C2)ncn1, O=C(O)C(F)(F)F. Product: COC1Cc2ccccc2C1Nc1cc(OC2CC(O)C(CNS(N)(=O)=O)C2)ncn1. As a reaction SMILES: [CH3:49][c:50]1[cH:51][cH:52][cH:53][cH:54][cH:55]1.[Cl:46][CH2:47][Cl:48].[NH2:1][S:2](=[O:3])(=[O:4])[N:5]([C:6](=[O:7])[O:8][C:9]([CH3:10])([CH3:11])[CH3:12])[CH2:13][CH:14]1[CH:15]([OH:38])[CH2:16][CH:17]([O:19][c:20]2[n:21][cH:22][n:23][c:24]([NH:26][CH:27]3[CH:28]([O:36][CH3:37])[CH2:29][c:30]4[cH:31][cH:32][cH:33][cH:34][c:35]43)[cH:25]2)[CH2:18]1.[OH:39][C:40]([C:41]([F:42])([F:43])[F:44])=[O:45]>>[NH2:1][S:2](=[O:3])(=[O:4])[NH:5][CH2:13][CH:14]1[CH:15]([OH:38])[CH2:16][CH:17]([O:19][c:20]2[n:21][cH:22][n:23][c:24]([NH:26][CH:27]3[CH:28]([O:36][CH3:37])[CH2:29][c:30]4[cH:31][cH:32][cH:33][cH:34][c:35]43)[cH:25]2)[CH2:18]1. Yield: 56.0%. The product is COC(=O)C=1C=C(C=C2C=NN(C12)CC(C)C)OC(F)(F)F (1-Isobutyl-5-trifluoromethoxy-1H-indazole-7-carboxylic acid methyl ester). RXN SMILES: [F:1][C:2]([F:18])([F:17])[O:3][C:4]1[CH:5]=[C:6]2[C:10](=[C:11]([C:13]([O:15][CH3:16])=[O:14])[CH:12]=1)[NH:9][N:8]=[CH:7]2.I[CH2:20][CH:21]([CH3:23])[CH3:22]>>[CH3:16][O:15][C:13]([C:11]1[CH:12]=[C:4]([O:3][C:2]([F:1])([F:17])[F:18])[CH:5]=[C:6]2[C:10]=1[N:9]([CH2:20][CH:21]([CH3:23])[CH3:22])[N:8]=[CH:7]2)=[O:14]. Reactants: FC(OC=1C=C2C=NNC2=C(C1)C(=O)OC)(F)F (Methyl 5-(trifluoromethoxy)-1H-indazole-7-carboxylate), ICC(C)C (1-iodo-2-methylpropane). Procedure: Compound 13 was prepared following general method 1, using compound 8 as starting material and 1-iodo-2-methylpropane as alkylating agent. Yield: 56%. The reactants are ClC1=CC(=CC=C1)C(=O)OO (m-chloroperbenzoic acid), O=C1N2[C@@]3(CCCC[C@@H]3C1)C=1N(CC2)C=CC1 ((9bR*,13aR*)-2-oxo-1,4,5,10,11,12,13,13a-octahydro-2H-pyrrolo[2',1':3,4]pyrazino[2,1-i]indole), FC(C(=O)O)(F)F (trifluoroacetic acid). Run in ClCCl (dichloromethane), ClCCl (dichloromethane). Reaction conditions: time 16 hour. Product: O=C1N2[C@@]3(CCCC[C@@H]3C1)[C@@H]1N(CC2)C(C=C1)=O ((9aR*,9bR*,13aR*)-2,7-dioxo-1,4,5,7,9a,10,11,12,13,13a-decahydro-2H-pyrrolo[2',1' :3,4]pyrazino[2,1-i]indole). RXN SMILES: ClC1C=CC=C(C(OO)=[O:9])C=1.[O:12]=[C:13]1[CH2:21][C@@H:20]2[C@@:15]3([C:22]4[N:23]([CH:26]=[CH:27][CH:28]=4)[CH2:24][CH2:25][N:14]13)[CH2:16][CH2:17][CH2:18][CH2:19]2.FC(F)(F)C(O)=O>ClCCl>[O:12]=[C:13]1[CH2:21][C@@H:20]2[C@@:15]3([C@H:22]4[CH:28]=[CH:27][C:26](=[O:9])[N:23]4[CH2:24][CH2:25][N:14]13)[CH2:16][CH2:17][CH2:18][CH2:19]2. Procedure: 4.05 g (20 mmol) of m-chloroperbenzoic acid are added in portions at room temperature, with stirring, to a solution of 2.3 g (10 mmol) of (9bR*,13aR*)-2-oxo-1,4,5,10,11,12,13,13a-octahydro-2H-pyrrolo[2',1':3,4]pyrazino[2,1-i]indole in 50 ml of dichloromethane (the exothermic reaction is maintained at room temperature using an ice-bath). 2.28 g (20 mmol) of trifluoroacetic acid are then added dropwise to the reaction mixture which is then stirred for 16 hours at room temperature. The reaction mix... The reactants are ClC1=CC(=C(C(=C1)F)C(C1C(OC(OC1=O)(C)C)=O)C1=CNC2=C(C=CC=C12)CSC)F (5-[(4-Chloro-2,6-difluorophenyl){7-[(methylsulfanyl)methyl]-1H-indol-3-yl}methyl]-2,2-dimethyl-1,3-dioxane-4,6-dione). The reagents and catalysts are [Cu] (copper). The solvent is N1=CC=CC=C1 (pyridine), C(C)O (ethanol). Product: ClC1=CC(=C(C(=C1)F)C(CC(=O)OCC)C1=CNC2=C(C=CC=C12)CSC)F (Ethyl 3-(4-chloro-2,6-difluorophenyl)-3-{7-[(methylsulfanyl)methyl]-1H-indol-3-yl}propanoate). As a reaction SMILES: [Cl:1][C:2]1[CH:7]=[C:6]([F:8])[C:5]([CH:9]([C:20]2[C:28]3[C:23](=[C:24]([CH2:29][S:30][CH3:31])[CH:25]=[CH:26][CH:27]=3)[NH:22][CH:21]=2)[CH:10]2C(=O)O[C:13](C)([CH3:17])[O:12][C:11]2=[O:19])=[C:4]([F:32])[CH:3]=1>N1C=CC=CC=1.C(O)C.[Cu]>[Cl:1][C:2]1[CH:3]=[C:4]([F:32])[C:5]([CH:9]([C:20]2[C:28]3[C:23](=[C:24]([CH2:29][S:30][CH3:31])[CH:25]=[CH:26][CH:27]=3)[NH:22][CH:21]=2)[CH2:10][C:11]([O:12][CH2:13][CH3:17])=[O:19])=[C:6]([F:8])[CH:7]=1. Procedure details: 11 mg (166 μmol) of copper powder were added to a solution of 1.60 g (3.33 mmol) of the compound from Example 96A in 6 ml of pyridine and 1.3 ml of ethanol. The reaction mixture was heated under reflux for 4 h. It was concentrated, and the crude product was purified firstly by flash chromatography on silica gel (mobile phase: cyclohexane/ethyl acetate 5/1) and then by preparative HPLC (mobile phase: acetonitrile/water gradient). 1.15 g (81% of theory) of the title compound were obtained. Starting materials: ClC=1C(=NC=C(C1)C(F)(F)F)C1=CC(=C(C=C1)F)[N+](=O)[O-] (3-chloro-2-(4-fluoro-3-nitrophenyl)-5-trifluoromethylpyridine). Run in C(C)(C)N (isopropylamine). Yields the product ClC=1C(=NC=C(C1)C(F)(F)F)C1=CC(=C(C=C1)NC(C)C)[N+](=O)[O-] (3-Chloro-2-[4-(1-methylethylamino)-3-nitrophenyl]-5-trifluoromethylpyridine). RXN SMILES: [Cl:1][C:2]1[C:3]([C:12]2[CH:17]=[CH:16][C:15](F)=[C:14]([N+:19]([O-:21])=[O:20])[CH:13]=2)=[N:4][CH:5]=[C:6]([C:8]([F:11])([F:10])[F:9])[CH:7]=1>C(N)(C)C>[Cl:1][C:2]1[C:3]([C:12]2[CH:17]=[CH:16][C:15]([NH:4][CH:3]([CH3:12])[CH3:2])=[C:14]([N+:19]([O-:21])=[O:20])[CH:13]=2)=[N:4][CH:5]=[C:6]([C:8]([F:11])([F:10])[F:9])[CH:7]=1. Reported procedure: 44.0 g of 3-chloro-2-(4-fluoro-3-nitrophenyl)-5-trifluoromethylpyridine in 250 ml of isopropylamine were stirred at 23° C. for six hours. The reaction mixture was then concentrated. The residue was stirred with 100 ml of water, after which the residual solid portion was separated off, washed with water and dried in a vacuum drying oven. Yield: 48.2 g (98%) of colorless crystals; m.p.: 107-109° C. The reactants are C1(CCCC1)C(=O)Cl (Cyclopentanecarbonyl chloride), FC(C(=O)O)(F)F.C(C)OC1=CC(=C(OC2=C3C(=NC=N2)N(N=C3)C3CCNCC3)C=C1)F (4-(4-ethoxy-2-fluoro-phenoxy)-1-piperidin-4-yl-1H-pyrazolo[3,4-d]pyrimidine trifluoroacetate salt), FC(C(=O)O)(F)F.C(C)OC1=CC(=C(OC2=C3C(=NC=N2)N(N=C3)C3CCNCC3)C=C1)F (4-(4-ethoxy-2-fluoro-phenoxy)-1-piperidin-4-yl-1H-pyrazolo[3,4-d]pyrimidine trifluoroacetate salt), C(C)(C)N(CC)C(C)C (diisopropylethylamine), O (Water). The solvent is ClCCl (dichloromethane). Conditions: time 8 hour. Product: C1(CCCC1)C(=O)N1CCC(CC1)N1N=CC=2C1=NC=NC2OC2=C(C=C(C=C2)OCC)F (cyclopentyl-{4-[4-(4-ethoxy-2-fluoro-phenoxy)-pyrazolo[3,4-d]pyrimidin-1-yl]-piperidin-1-yl}-methanone). The yield is 87.6%. RXN SMILES: [CH:1]1([C:6](Cl)=[O:7])[CH2:5][CH2:4][CH2:3][CH2:2]1.FC(F)(F)C(O)=O.[CH2:16]([O:18][C:19]1[CH:40]=[CH:39][C:22]([O:23][C:24]2[N:29]=[CH:28][N:27]=[C:26]3[N:30]([CH:33]4[CH2:38][CH2:37][NH:36][CH2:35][CH2:34]4)[N:31]=[CH:32][C:25]=23)=[C:21]([F:41])[CH:20]=1)[CH3:17].C(N(C(C)C)CC)(C)C.O>ClCCl>[CH:1]1([C:6]([N:36]2[CH2:37][CH2:38][CH:33]([N:30]3[C:26]4=[N:27][CH:28]=[N:29][C:24]([O:23][C:22]5[CH:39]=[CH:40][C:19]([O:18][CH2:16][CH3:17])=[CH:20][C:21]=5[F:41])=[C:25]4[CH:32]=[N:31]3)[CH2:34][CH2:35]2)=[O:7])[CH2:5][CH2:4][CH2:3][CH2:2]1 |f:1.2|. Procedure details: Cyclopentanecarbonyl chloride (10 mg, 0.078 mmol) was added to a mixture of 4-(4-ethoxy-2-fluoro-phenoxy)-1-piperidin-4-yl-1H-pyrazolo[3,4-d]pyrimidine trifluoroacetate salt (Intermediate 29; 28 mg, 0.078 mmol), and diisopropylethylamine (30 mg, 0.235 mmol) in dichloromethane (2 mL). The reaction mixture was stirred at room temperature overnight. Water was added to quench the reaction and the aqueous layer was extracted three times with dichloromethane. The combined organic layers were dried (so...